The task is: describe an organic reaction: reactants, conditions, products, and yield. This data is from the Open Reaction Database (ORD), a public repository of structured organic reaction records. Reactants: NC1=NC(=C(N=C1S)Cl)Cl (2-amino-5,6-dichloro-3-mercaptopyrazine), C(C)(=O)OC(C)=O (acetic anhydride), C(C)(=O)OC(C)=O (acetic anhydride). The solvent is C=1(C(=CC=CC1)C)C (xylene). Conditions: temperature 110 celsius, time 15 hour. The product is ClC1=C(N=C2C(=N1)N=C(S2)C)Cl (5,6-Dichloro-2-methyl-thiazolo(4,5-b)pyrazine). Isolated yield 64.0%. As a reaction SMILES: [NH2:1][C:2]1[C:7]([SH:8])=[N:6][C:5]([Cl:9])=[C:4]([Cl:10])[N:3]=1.[C:11](OC(=O)C)(=O)[CH3:12]>C1(C)C(C)=CC=CC=1>[Cl:10][C:4]1[N:3]=[C:2]2[N:1]=[C:11]([CH3:12])[S:8][C:7]2=[N:6][C:5]=1[Cl:9]. Reported procedure: A mixture of 9.8 g. (0.05 mol.) of 2-amino-5,6-dichloro-3-mercaptopyrazine and 5.1 g. (0.05 mol.) of acetic anhydride in 100 ml. of xylene was heated at 110° C. for 1 hour. The reaction mixture was cooled, another 5.1 g. of acetic anhydride was added and heating at 110° C. was continued for 15 hours. The reaction mixture was concentrated under reduced pressure to give a dark oil, which solidified under isopropanol-hexane while cooling in ice. The dark solid was purified by sublimation to give 7 ... Starting materials: C(C)(=O)OCC (ethyl acetate), C(C)(C)N(C(C)C)CC (N,N-diisopropylethylamine), ICC(=O)N (iodoacetamide), COC1=CC=C(COC=2C=CC(=NC2)NS(=O)(=O)C2=CC=C(C=C2)C)C=C1 (N-{5-[(4-methoxybenzyl)oxy]pyridin-2-yl}-4-methylbenzenesulfonamide). Run in O (water), CN(C=O)C (N,N-dimethylformamide). Reaction conditions: temperature 60 celsius, time 5 hour. Product: COC1=CC=C(COC=2C=CC(N(C2)CC(=O)N)=NS(=O)(=O)C2=CC=C(C=C2)C)C=C1 (2-[5-[(4-methoxybenzyl)oxy]-2-{[(4-methylphenyl)sulfonyl]imino}pyridin-1(2H)-yl]acetamide). Isolated yield 299.7%. Reaction SMILES: [CH3:1][O:2][C:3]1[CH:27]=[CH:26][C:6]([CH2:7][O:8][C:9]2[CH:10]=[CH:11][C:12]([NH:15][S:16]([C:19]3[CH:24]=[CH:23][C:22]([CH3:25])=[CH:21][CH:20]=3)(=[O:18])=[O:17])=[N:13][CH:14]=2)=[CH:5][CH:4]=1.C(N(CC)C(C)C)(C)C.I[CH2:38][C:39]([NH2:41])=[O:40].C(OCC)(=O)C>CN(C)C=O.O>[CH3:1][O:2][C:3]1[CH:4]=[CH:5][C:6]([CH2:7][O:8][C:9]2[CH:10]=[CH:11][C:12](=[N:15][S:16]([C:19]3[CH:24]=[CH:23][C:22]([CH3:25])=[CH:21][CH:20]=3)(=[O:18])=[O:17])[N:13]([CH2:38][C:39]([NH2:41])=[O:40])[CH:14]=2)=[CH:26][CH:27]=1. Reported procedure: To a suspension of N-{5-[(4-methoxybenzyl)oxy]pyridin-2-yl}-4-methylbenzenesulfonamide (10.0 g, 26.0 mmol) in N,N-dimethylformamide (85 mL) were added N,N-diisopropylethylamine (6.8 mL, 39.0 mmol) and iodoacetamide (5.77 g, 31.0 mmol), and the mixture was stirred at 60° C. for 5 hr. After cooling to room temperature, ethyl acetate and water were added, and the mixture was extracted 3 times with a mixed solution of ethyl acetate and tetrahydrofuran. The organic layer was washed with water and sat...